This data is from the Open Reaction Database (ORD), a public repository of structured organic reaction records. The task is: describe an organic reaction: reactants, conditions, products, and yield The reactants are C[O-], CO, ClCc1ccc2ccccc2n1, Oc1cccc(C(F)(F)F)c1, [Na+]. The product is FC(F)(F)c1cccc(OCc2ccc3ccccc3n2)c1. Reaction SMILES: [CH3:1][O-:2].[CH3:27][OH:28].[Cl:15][CH2:16][c:17]1[n:18][c:19]2[cH:20][cH:21][cH:22][cH:23][c:24]2[cH:25][cH:26]1.[F:4][C:5]([c:6]1[cH:7][c:8]([OH:12])[cH:9][cH:10][cH:11]1)([F:13])[F:14].[Na+:3]>>[F:4][C:5]([c:6]1[cH:7][c:8]([O:12][CH2:16][c:17]2[n:18][c:19]3[cH:20][cH:21][cH:22][cH:23][c:24]3[cH:25][cH:26]2)[cH:9][cH:10][cH:11]1)([F:13])[F:14]. Reactants: C(#N)C=1C=C2C(C(N(C2=CC1)S(=O)(=O)C1=C(C=C(C=C1)OC)OC)=O)(C=1C(=NC=CC1)OCC)NC(OC1=CC=CC=C1)=O (phenyl [5-cyano-1-[(2,4-dimethoxyphenyl)sulphonyl]-3-(2-ethoxypyridin-3-yl)-2-oxo-2,3-dihydro-1H-indol-3-yl]carbamate), C(=O)(C(F)(F)F)O (TFA), CN1CCC(CC1)N1CCNCC1 (1-(1-methylpiperidin-4-yl)piperazine), C1CCOC1 (THF). Solvent: C(C)#N.O (acetonitrile water). Reaction conditions: time 24 hour. Yields the product C(#N)C=1C=C2C(C(N(C2=CC1)S(=O)(=O)C1=C(C=C(C=C1)OC)OC)=O)(C=1C(=NC=CC1)OCC)NC(=O)N1CCN(CC1)C1CCN(CC1)C (N-[5-cyano-1-[(2,4-dimethoxyphenyl)sulphonyl]-3-(2-ethoxypyridin-3-yl)-2-oxo-2,3-dihydro-1H-indol-3-yl]-4-(1-methylpiperidin-4-yl)piperazine-1-carboxamide). The yield is 20.2%. As a reaction SMILES: [C:1]([C:3]1[CH:4]=[C:5]2[C:9](=[CH:10][CH:11]=1)[N:8]([S:12]([C:15]1[CH:20]=[CH:19][C:18]([O:21][CH3:22])=[CH:17][C:16]=1[O:23][CH3:24])(=[O:14])=[O:13])[C:7](=[O:25])[C:6]2([NH:35][C:36](=[O:44])OC1C=CC=CC=1)[C:26]1[C:27]([O:32][CH2:33][CH3:34])=[N:28][CH:29]=[CH:30][CH:31]=1)#[N:2].[CH3:45][N:46]1[CH2:51][CH2:50][CH:49]([N:52]2[CH2:57][CH2:56][NH:55][CH2:54][CH2:53]2)[CH2:48][CH2:47]1.C1COCC1.C(O)(C(F)(F)F)=O>C(#N)C.O>[C:1]([C:3]1[CH:4]=[C:5]2[C:9](=[CH:10][CH:11]=1)[N:8]([S:12]([C:15]1[CH:20]=[CH:19][C:18]([O:21][CH3:22])=[CH:17][C:16]=1[O:23][CH3:24])(=[O:13])=[O:14])[C:7](=[O:25])[C:6]2([NH:35][C:36]([N:55]1[CH2:54][CH2:53][N:52]([CH:49]2[CH2:50][CH2:51][N:46]([CH3:45])[CH2:47][CH2:48]2)[CH2:57][CH2:56]1)=[O:44])[C:26]1[C:27]([O:32][CH2:33][CH3:34])=[N:28][CH:29]=[CH:30][CH:31]=1)#[N:2] |f:4.5|. Procedure details: 1.00 g (1.63 mmol) of phenyl [5-cyano-1-[(2,4-dimethoxyphenyl)sulphonyl]-3-(2-ethoxypyridin-3-yl)-2-oxo-2,3-dihydro-1H-indol-3-yl]carbamate, 596 mg (3.25 mmol) of 1-(1-methylpiperidin-4-yl)piperazine and 8 ml of dried THF were combined and the mixture was stirred at room temperature for 24 hours. The end of the reaction was detected with the aid of analytical HPLC (RP, eluents acetonitrile/water, 0.01% TFA). The solvent was removed, and the residue was purified by preparative HPLC using dichloro... Reactants: C(C)(C)O (isopropanol), ClC(Cl)(OC(OC(Cl)(Cl)Cl)=O)Cl (triphosgene), C(CC(O)(C(=O)O)CC(=O)O)(=O)O (citric acid), O([C@H]1[C@H](O)[C@@H](O)[C@H](O)[C@H](O1)CO)C1=C(C=CC=C1)CC1=CC=C(C=C1)OC (2-(4-methoxybenzyl)phenyl β-D-glucopyranoside). Run in CC1=NC(=CC(=C1)C)C (2,4,6-trimethylpyridine). Run at time 1 hour. Yields the product C(C)(C)OC(=O)OC[C@@H]1[C@H]([C@@H]([C@H]([C@H](OC2=C(C=CC=C2)CC2=CC=C(C=C2)OC)O1)O)O)O (2-(4-methoxybenzyl)-phenyl 6-O-isopropyloxycarbonyl-β-D-glucopyranoside). Yield: 70.0%. RXN SMILES: [CH:1]([OH:4])([CH3:3])[CH3:2].Cl[C:6](Cl)([O:8]C(=O)OC(Cl)(Cl)Cl)Cl.[O:17]([C:29]1[CH:34]=[CH:33][CH:32]=[CH:31][C:30]=1[CH2:35][C:36]1[CH:41]=[CH:40][C:39]([O:42][CH3:43])=[CH:38][CH:37]=1)[C@@H:18]1[O:26][C@H:25]([CH2:27][OH:28])[C@@H:23]([OH:24])[C@H:21]([OH:22])[C@H:19]1[OH:20].C(O)(=O)CC(CC(O)=O)(C(O)=O)O>CC1C=C(C)C=C(C)N=1>[CH:1]([O:4][C:6]([O:28][CH2:27][C@H:25]1[O:26][C@@H:18]([O:17][C:29]2[CH:34]=[CH:33][CH:32]=[CH:31][C:30]=2[CH2:35][C:36]2[CH:37]=[CH:38][C:39]([O:42][CH3:43])=[CH:40][CH:41]=2)[C@H:19]([OH:20])[C@@H:21]([OH:22])[C@@H:23]1[OH:24])=[O:8])([CH3:3])[CH3:2]. Procedure details: To a solution of isopropanol (0.12 g) in 2,4,6-trimethylpyridine (2 mL) was added triphosgene (0.022 g) at 0° C., and the mixture was stirred for 1 hour. Thereafter, 2-(4-methoxybenzyl)phenyl β-D-glucopyranoside (0.075 g) was added to the reaction mixture, and the mixture was stirred at room temperature overnight. To the reaction mixture was added 10% aqueous citric acid solution, and the mixture was extracted with ethyl acetate. The organic layer was washed with 10% aqueous citric acid solution... Starting materials: CCOC(=O)C1CN(C(=O)CCCCCNC(=O)OCc2ccccc2)CC1=O, O, OCC1OC(OC2(CO)OC(CO)C(O)C2O)C(O)C(O)C1O. Yields the product CCOC(=O)C1CN(C(=O)CCCCCNC(=O)OCc2ccccc2)CC1O. RXN SMILES: [CH2:24]([CH3:25])[O:26][C:27](=[O:28])[CH:29]1[CH2:30][N:31]([C:35]([CH2:36][CH2:37][CH2:38][CH2:39][CH2:40][NH:41][C:42](=[O:43])[O:44][CH2:45][c:46]2[cH:47][cH:48][cH:49][cH:50][cH:51]2)=[O:52])[CH2:32][C:33]1=[O:34].[OH2:53].[OH:1][CH2:2][CH:3]1[CH:4]([OH:5])[CH:6]([OH:7])[CH:8]([OH:9])[CH:10]([O:11][C:12]2([CH2:21][OH:22])[CH:13]([OH:14])[CH:15]([OH:16])[CH:17]([CH2:18][OH:19])[O:20]2)[O:23]1>>[CH2:24]([CH3:25])[O:26][C:27](=[O:28])[CH:29]1[CH2:30][N:31]([C:35]([CH2:36][CH2:37][CH2:38][CH2:39][CH2:40][NH:41][C:42](=[O:43])[O:44][CH2:45][c:46]2[cH:47][cH:48][cH:49][cH:50][cH:51]2)=[O:52])[CH2:32][CH:33]1[OH:34]. Starting materials: CCOC(C)=O, [H][H], N#CC=C1CCOc2cc(S(=O)(=O)c3ccccc3)ccc21. Yields the product N#CCC1CCOc2cc(S(=O)(=O)c3ccccc3)ccc21. RXN SMILES: [CH3:25][CH2:26][O:27][C:28]([CH3:29])=[O:30].[H:23][H:24].[c:1]1([S:7](=[O:8])(=[O:9])[c:10]2[cH:11][cH:12][c:13]3[c:18]([cH:19]2)[O:17][CH2:16][CH2:15][C:14]3=[CH:20][C:21]#[N:22])[cH:2][cH:3][cH:4][cH:5][cH:6]1>>[c:1]1([S:7](=[O:8])(=[O:9])[c:10]2[cH:11][cH:12][c:13]3[c:18]([cH:19]2)[O:17][CH2:16][CH2:15][CH:14]3[CH2:20][C:21]#[N:22])[cH:2][cH:3][cH:4][cH:5][cH:6]1. The reactants are O=C(CC(NC(=O)OCc1ccccc1)C(=O)Nc1cc(Cc2n[nH]c(=O)c3ccccc23)ccc1F)OCc1ccccc1, [Na+], [Na+], O=C([O-])[O-]. The product is O=C(O)CC(NC(=O)OCc1ccccc1)C(=O)Nc1cc(Cc2n[nH]c(=O)c3ccccc23)ccc1F. RXN SMILES: [CH2:1]([c:2]1[cH:3][cH:4][cH:5][cH:6][cH:7]1)[O:8][C:9]([CH2:10][CH:11]([C:12](=[O:13])[NH:14][c:15]1[c:16]([F:33])[cH:17][cH:18][c:19]([CH2:21][c:22]2[n:23][nH:24][c:25](=[O:32])[c:26]3[cH:27][cH:28][cH:29][cH:30][c:31]23)[cH:20]1)[NH:34][C:35](=[O:36])[O:37][CH2:38][c:39]1[cH:40][cH:41][cH:42][cH:43][cH:44]1)=[O:45].[Na+:46].[Na+:47].[O-:48][C:49](=[O:50])[O-:51]>>[O:8]=[C:9]([CH2:10][CH:11]([C:12](=[O:13])[NH:14][c:15]1[c:16]([F:33])[cH:17][cH:18][c:19]([CH2:21][c:22]2[n:23][nH:24][c:25](=[O:32])[c:26]3[cH:27][cH:28][cH:29][cH:30][c:31]23)[cH:20]1)[NH:34][C:35](=[O:36])[O:37][CH2:38][c:39]1[cH:40][cH:41][cH:42][cH:43][cH:44]1)[OH:45].